Dataset: the Open Reaction Database (ORD), a public repository of structured organic reaction records. Task: describe an organic reaction: reactants, conditions, products, and yield The reactants are C(C)(=O)Cl (acetyl chloride), NC1=C(C=C(COC2CN(CCC2C2=CC=C(C=C2)OCCCOCC2=C(C=CC=C2)OC)C(=O)OC(C)(C)C)C=C1)OCCCOC (tert-butyl 3-[4-amino-3-(3-methoxypropoxy)benzyloxy]-4-{4-[3-(2-methoxybenzyloxy)propoxy]phenyl}piperidine-1-carboxylate). Run in ClCCl (dichloromethane), C(C)N(CC)CC (triethylamine), ClCCl (dichloromethane). Run at time 2 hour. Product: C(C)(=O)NC1=C(C=C(COC2CN(CCC2C2=CC=C(C=C2)OCCCOCC2=C(C=CC=C2)OC)C(=O)OC(C)(C)C)C=C1)OCCCOC (tert-Butyl 3-[4-acetylamino-3-(3-methoxypropoxy)benzyloxy]-4-{4-[3-(2-methoxybenzyloxy)propoxy]phenyl}piperidine-1-carboxylate), SiO2. As a reaction SMILES: [NH2:1][C:2]1[CH:42]=[CH:41][C:5]([CH2:6][O:7][CH:8]2[CH:13]([C:14]3[CH:19]=[CH:18][C:17]([O:20][CH2:21][CH2:22][CH2:23][O:24][CH2:25][C:26]4[CH:31]=[CH:30][CH:29]=[CH:28][C:27]=4[O:32][CH3:33])=[CH:16][CH:15]=3)[CH2:12][CH2:11][N:10]([C:34]([O:36][C:37]([CH3:40])([CH3:39])[CH3:38])=[O:35])[CH2:9]2)=[CH:4][C:3]=1[O:43][CH2:44][CH2:45][CH2:46][O:47][CH3:48].[C:49](Cl)(=[O:51])[CH3:50]>C(N(CC)CC)C.ClCCl>[C:49]([NH:1][C:2]1[CH:42]=[CH:41][C:5]([CH2:6][O:7][CH:8]2[CH:13]([C:14]3[CH:19]=[CH:18][C:17]([O:20][CH2:21][CH2:22][CH2:23][O:24][CH2:25][C:26]4[CH:31]=[CH:30][CH:29]=[CH:28][C:27]=4[O:32][CH3:33])=[CH:16][CH:15]=3)[CH2:12][CH2:11][N:10]([C:34]([O:36][C:37]([CH3:39])([CH3:40])[CH3:38])=[O:35])[CH2:9]2)=[CH:4][C:3]=1[O:43][CH2:44][CH2:45][CH2:46][O:47][CH3:48])(=[O:51])[CH3:50]. Procedure details: The solution of 0.380 g of tert-butyl 3-[4-amino-3-(3-methoxypropoxy)benzyloxy]-4-{4-[3-(2-methoxybenzyloxy)propoxy]phenyl}piperidine-1-carboxylate in 0.168 ml of triethylamine and 10.0 ml of dichloromethane is cooled to 0° C. and admixed slowly with the solution of 0.090 ml of acetyl chloride in 1.0 ml of dichloromethane. The reaction solution is stirred over 2 hours, poured onto ice-water (20 ml) and extracted with tert-butyl methyl ether (2×20 ml). The organic phases are washed with successiv... The reactants are N[C@@H](CCN1CCC(CC1)C=1C=C(C=CC1)NC(C(C)C)=O)C1=CC=CC=C1 (N-(3-{1-[(3S)-3-amino-3-phenylpropyl]-4-piperidinyl}phenyl)-2-methylpropanamide), O(C1=CC=CC=C1)C1=C(C(=O)Cl)C=CC=N1 (2-phenoxynicotinoyl chloride). Product: C(C(C)C)(=O)NC=1C=C(C=CC1)C1CCN(CC1)CC[C@@H](C1=CC=CC=C1)NC(C1=C(N=CC=C1)OC1=CC=CC=C1)=O (N-((1S)-3-{4-[3-(ISOBUTYRYLAMINO)PHENYL]-1-PIPERIDINYL}-1-PHENYLPROPYL)-2-PHENOXYNICOTINAMIDE). As a reaction SMILES: [NH2:1][C@H:2]([C:23]1[CH:28]=[CH:27][CH:26]=[CH:25][CH:24]=1)[CH2:3][CH2:4][N:5]1[CH2:10][CH2:9][CH:8]([C:11]2[CH:12]=[C:13]([NH:17][C:18](=[O:22])[CH:19]([CH3:21])[CH3:20])[CH:14]=[CH:15][CH:16]=2)[CH2:7][CH2:6]1.[O:29]([C:36]1[N:44]=[CH:43][CH:42]=[CH:41][C:37]=1[C:38](Cl)=[O:39])[C:30]1[CH:35]=[CH:34][CH:33]=[CH:32][CH:31]=1>>[C:18]([NH:17][C:13]1[CH:12]=[C:11]([CH:8]2[CH2:9][CH2:10][N:5]([CH2:4][CH2:3][C@H:2]([NH:1][C:38](=[O:39])[C:37]3[CH:41]=[CH:42][CH:43]=[N:44][C:36]=3[O:29][C:30]3[CH:31]=[CH:32][CH:33]=[CH:34][CH:35]=3)[C:23]3[CH:24]=[CH:25][CH:26]=[CH:27][CH:28]=3)[CH2:6][CH2:7]2)[CH:16]=[CH:15][CH:14]=1)(=[O:22])[CH:19]([CH3:21])[CH3:20]. Procedure: Prepared by Procedure Q1 and Scheme AC using N-(3-{1-[(3S)-3-amino-3-phenylpropyl]-4-piperidinyl}phenyl)-2-methylpropanamide and 2-phenoxynicotinoyl chloride. ESMS m/e: 577.3 (M+H)+. Run in C(Cl)(Cl)Cl (chloroform). The yield is 93.8%. The reactants are C(C1=CC=CC=C1)OC1=C(C=C2C(=CC=NC2=C1)OC1=CC(=C(N)C=C1)Cl)OC (4-{[7-(Benzyloxy)-6-methoxy-4-quinolyl]oxy}-2-chloroaniline), FC1=C(C=CC(=C1)F)N=C=O (2,4-Difluorophenyl isocyanate). Procedure: 4-{[7-(Benzyloxy)-6-methoxy-4-quinolyl]oxy}-2-chloroaniline (260 mg) was dissolved in chloroform (10 ml). 2,4-Difluorophenyl isocyanate (198 mg) was then added to the solution, and the mixture was stirred at room temperature for 2 hr. The reaction solution was purified by chromatography on silica gel by development with chloroform/acetone (10/1) to give 337 mg (yield 94%) of the title compound. Reaction conditions: time 2 hour. Product: C(C1=CC=CC=C1)OC1=C(C=C2C(=CC=NC2=C1)OC1=CC(=C(C=C1)NC(=O)NC1=C(C=C(C=C1)F)F)Cl)OC (N-(4-{[7-(Benzyloxy)-6-methoxy-4-quinolyl]oxy}-2-chlorophenyl)-N′-(2,4-difluorophenyl)urea). As a reaction SMILES: [CH2:1]([O:8][C:9]1[CH:18]=[C:17]2[C:12]([C:13]([O:19][C:20]3[CH:26]=[CH:25][C:23]([NH2:24])=[C:22]([Cl:27])[CH:21]=3)=[CH:14][CH:15]=[N:16]2)=[CH:11][C:10]=1[O:28][CH3:29])[C:2]1[CH:7]=[CH:6][CH:5]=[CH:4][CH:3]=1.[F:30][C:31]1[CH:36]=[C:35]([F:37])[CH:34]=[CH:33][C:32]=1[N:38]=[C:39]=[O:40]>C(Cl)(Cl)Cl>[CH2:1]([O:8][C:9]1[CH:18]=[C:17]2[C:12]([C:13]([O:19][C:20]3[CH:26]=[CH:25][C:23]([NH:24][C:39]([NH:38][C:32]4[CH:33]=[CH:34][C:35]([F:37])=[CH:36][C:31]=4[F:30])=[O:40])=[C:22]([Cl:27])[CH:21]=3)=[CH:14][CH:15]=[N:16]2)=[CH:11][C:10]=1[O:28][CH3:29])[C:2]1[CH:7]=[CH:6][CH:5]=[CH:4][CH:3]=1. RXN SMILES: [C:54](=[O:55])([O-:56])[O-:57].[CH2:60]1[O:61][CH2:62][CH2:63][CH2:64]1.[CH3:39][C:40]1([CH3:41])[C:42]([CH3:43])([CH3:44])[O:45][B:46]([c:47]2[cH:48][cH:49][n:50][cH:51][cH:52]2)[O:53]1.[CH:1]([c:2]1[cH:3][cH:4][cH:5][cH:6][cH:7]1)([c:8]1[cH:9][cH:10][cH:11][cH:12][cH:13]1)[N:14]1[CH2:15][CH2:16][N:17]([C:20]([CH2:21][O:22][CH2:23][C:24](=[O:25])[NH:26][c:27]2[c:28]([C:29](=[O:30])[O:31][CH3:32])[cH:33][cH:34][c:35]([Br:37])[cH:36]2)=[O:38])[CH2:18][CH2:19]1.[Cs+:58].[Cs+:59].[cH:65]1[cH:66][cH:67][c:68]([P:69]([Pd:70]([P:71]([c:72]2[cH:73][cH:74][cH:75][cH:76][cH:77]2)([c:78]2[cH:79][cH:80][cH:81][cH:82][cH:83]2)[c:84]2[cH:85][cH:86][cH:87][cH:88][cH:89]2)([P:90]([c:91]2[cH:92][cH:93][cH:94][cH:95][cH:96]2)([c:97]2[cH:98][cH:99][cH:100][cH:101][cH:102]2)[c:103]2[cH:104][cH:105][cH:106][cH:107][cH:108]2)[P:109]([c:110]2[cH:111][cH:112][cH:113][cH:114][cH:115]2)([c:116]2[cH:117][cH:118][cH:119][cH:120][cH:121]2)[c:122]2[cH:123][cH:124][cH:125][cH:126][cH:127]2)([c:128]2[cH:129][cH:130][cH:131][cH:132][cH:133]2)[c:134]2[cH:135][cH:136][cH:137][cH:138][cH:139]2)[cH:140][cH:141]1>>[CH:1]([c:2]1[cH:3][cH:4][cH:5][cH:6][cH:7]1)([c:8]1[cH:9][cH:10][cH:11][cH:12][cH:13]1)[N:14]1[CH2:15][CH2:16][N:17]([C:20]([CH2:21][O:22][CH2:23][C:24](=[O:25])[NH:26][c:27]2[c:28]([C:29](=[O:30])[O:31][CH3:32])[cH:33][cH:34][c:35](-[c:47]3[cH:48][cH:49][n:50][cH:51][cH:52]3)[cH:36]2)=[O:38])[CH2:18][CH2:19]1. The product is COC(=O)c1ccc(-c2ccncc2)cc1NC(=O)COCC(=O)N1CCN(C(c2ccccc2)c2ccccc2)CC1. The reactants are O=C([O-])[O-], C1CCOC1, CC1(C)OB(c2ccncc2)OC1(C)C, COC(=O)c1ccc(Br)cc1NC(=O)COCC(=O)N1CCN(C(c2ccccc2)c2ccccc2)CC1, [Cs+], [Cs+], c1ccc(P(c2ccccc2)(c2ccccc2)[Pd](P(c2ccccc2)(c2ccccc2)c2ccccc2)(P(c2ccccc2)(c2ccccc2)c2ccccc2)P(c2ccccc2)(c2ccccc2)c2ccccc2)cc1. Starting materials: C(O)([O-])=O.[Na+] (sodium hydrogen carbonate), O1CCCC=C1 (3,4-Dihydro(2H)pyran), BrC1=C(C=CC(=C1)CO)CO (2-bromo-1,4-benzenedimethanol), O1CCCC=C1 (3,4-dihydro(2H)pyran). Reagents/catalysts: O.C1(=CC=C(C=C1)S(=O)(=O)O)C (p-toluenesulfonic acid monohydrate). The solvent is ClCCl (dichloromethane). Run at time 1 hour. Yields the product BrC1=C(C=CC(=C1)COC1OCCCC1)COC1OCCCC1 (2-Bromo-1,4-bis[(tetrahydropyran-2-yl)oxymethyl]benzene). Yield: 88.0%. As a reaction SMILES: [O:1]1[CH:6]=[CH:5][CH2:4][CH2:3][CH2:2]1.[Br:7][C:8]1[CH:13]=[C:12]([CH2:14][OH:15])[CH:11]=[CH:10][C:9]=1[CH2:16][OH:17].[C:18](=[O:21])([O-])O.[Na+]>ClCCl.O.C1(C)C=CC(S(O)(=O)=O)=CC=1>[Br:7][C:8]1[CH:13]=[C:12]([CH2:14][O:15][CH:6]2[CH2:5][CH2:4][CH2:3][CH2:2][O:1]2)[CH:11]=[CH:10][C:9]=1[CH2:16][O:17][CH:5]1[CH2:4][CH2:3][CH2:2][CH2:18][O:21]1 |f:2.3,5.6|. Procedure details: 3,4-Dihydro(2H)pyran (7.22 g, 84.9 mmol) was added dropwise to a solution of 2-bromo-1,4-benzenedimethanol (7.76 g, 35.8 mmol) obtained from Example 1-(1) and p-toluenesulfonic acid monohydrate (340.2 mg, 1.80 mmol) in dichloromethane (180 ml) with stirring at 0° C. The mixture was stirred for 1 hour, and then 3,4-dihydro(2H)pyran (0.8 g, 9.3 mmol) was further added thereto. After the mixture was stirred for 40 minutes, a saturated aqueous solution of sodium hydrogen carbonate (100 ml) was added... Starting materials: CN(C1CCCCC1)C (dimethylcyclohexylamine), C(C)(C)(C)Br (tert-butyl bromide), CN(C1CCCCC1)C (Dimethylcyclohexylamine), ClC1=C(N)C=CC(=C1)S (2-chloro-4-mercaptoaniline), C(C)(C)(C)Br (tert-butyl bromide), O (water). The solvent is C(Cl)Cl (methylene chloride), C(Cl)Cl (methylene chloride). Run at time 68 hour. Product: ClC1=C(N)C=CC(=C1)SC(C)(C)C (2-chloro-4-tert-butylthioaniline). RXN SMILES: CN(C)C1CCCCC1.[Cl:10][C:11]1[CH:17]=[C:16]([SH:18])[CH:15]=[CH:14][C:12]=1[NH2:13].[C:19](Br)([CH3:22])([CH3:21])[CH3:20].O>C(Cl)Cl>[Cl:10][C:11]1[CH:17]=[C:16]([S:18][C:19]([CH3:22])([CH3:21])[CH3:20])[CH:15]=[CH:14][C:12]=1[NH2:13]. Reported procedure: Dimethylcyclohexylamine (22.86 g., 0.18 mole) in methylene chloride (125 ml.) is added dropwise to a stirred solution of 2-chloro-4-mercaptoaniline (27.0 g., 0.17 mole) and tert-butyl bromide (22.86 g., 0.18 mole) in methylene chloride (125 ml.) and the mixture is allowed to stir at room temperature for about 68 hours. An additional quantity of dimethylcyclohexylamine (2.3 g.) and tert-butyl bromide (2.5 g., 0.018 mole) is added and stirring is continued overnight. The reaction is poured into wa... Reactants: O=C([O-])O, O=C(Cl)c1cccc([N+](=O)[O-])c1, CC1(C)OCc2cc(C3CN(CCCCCCOCCOCc4cccc(N)c4)C(=O)O3)ccc2O1, [Na+], c1ccncc1. The product is CC1(C)OCc2cc(C3CN(CCCCCCOCCOCc4cccc(NC(=O)c5cccc([N+](=O)[O-])c5)c4)C(=O)O3)ccc2O1. Reaction SMILES: [C:49](=[O:50])([OH:51])[O-:52].[N+:37](=[O:38])([O-:39])[c:40]1[cH:41][c:42]([C:43](=[O:44])[Cl:45])[cH:46][cH:47][cH:48]1.[NH2:1][c:2]1[cH:3][c:4]([CH2:8][O:9][CH2:10][CH2:11][O:12][CH2:13][CH2:14][CH2:15][CH2:16][CH2:17][CH2:18][N:19]2[C:20](=[O:36])[O:21][CH:22]([c:24]3[cH:25][c:26]4[c:27]([cH:34][cH:35]3)[O:28][C:29]([CH3:32])([CH3:33])[O:30][CH2:31]4)[CH2:23]2)[cH:5][cH:6][cH:7]1.[Na+:53].[cH:54]1[cH:55][cH:56][n:57][cH:58][cH:59]1>>[NH:1]([c:2]1[cH:3][c:4]([CH2:8][O:9][CH2:10][CH2:11][O:12][CH2:13][CH2:14][CH2:15][CH2:16][CH2:17][CH2:18][N:19]2[C:20](=[O:36])[O:21][CH:22]([c:24]3[cH:25][c:26]4[c:27]([cH:34][cH:35]3)[O:28][C:29]([CH3:32])([CH3:33])[O:30][CH2:31]4)[CH2:23]2)[cH:5][cH:6][cH:7]1)[C:43]([c:42]1[cH:41][c:40]([N+:37](=[O:38])[O-:39])[cH:48][cH:47][cH:46]1)=[O:44]. Reactants: CCC(CC)c1ccc(C(=O)OC)c2[nH]c(=O)n(C)c12, Cc1ccccc1, O=P(Cl)(Cl)Cl. The product is CCC(CC)c1ccc(C(=O)OC)c2nc(Cl)n(C)c12. Reaction SMILES: [CH2:1]([CH3:2])[CH:3]([CH2:4][CH3:5])[c:6]1[cH:7][cH:8][c:9]([C:17](=[O:18])[O:19][CH3:20])[c:10]2[c:11]1[n:12]([CH3:16])[c:13](=[O:15])[nH:14]2.[CH3:26][c:27]1[cH:28][cH:29][cH:30][cH:31][cH:32]1.[P:21]([Cl:22])([Cl:23])([Cl:24])=[O:25]>>[CH2:1]([CH3:2])[CH:3]([CH2:4][CH3:5])[c:6]1[cH:7][cH:8][c:9]([C:17](=[O:18])[O:19][CH3:20])[c:10]2[c:11]1[n:12]([CH3:16])[c:13]([Cl:23])[n:14]2.